This data is from the Open Reaction Database (ORD), a public repository of structured organic reaction records. The task is: describe an organic reaction: reactants, conditions, products, and yield Starting materials: [BH4-], CC(C)(C)[Si](OCCCCC1Cc2cc(Br)ccc2C1=O)(c1ccccc1)c1ccccc1, C1CCOC1, CO, [Cl-], [NH4+], [Na+]. The product is CC(C)(C)[Si](OCCCCC1Cc2cc(Br)ccc2C1O)(c1ccccc1)c1ccccc1. As a reaction SMILES: [BH4-:39].[Br:1][c:2]1[cH:3][c:4]2[c:8]([cH:9][cH:10]1)[C:7](=[O:11])[CH:6]([CH2:12][CH2:13][CH2:14][CH2:15][O:16][Si:17]([c:18]1[cH:19][cH:20][cH:21][cH:22][cH:23]1)([c:24]1[cH:25][cH:26][cH:27][cH:28][cH:29]1)[C:30]([CH3:31])([CH3:32])[CH3:33])[CH2:5]2.[CH2:34]1[O:35][CH2:36][CH2:37][CH2:38]1.[CH3:43][OH:44].[Cl-:41].[NH4+:42].[Na+:40]>>[Br:1][c:2]1[cH:3][c:4]2[c:8]([cH:9][cH:10]1)[CH:7]([OH:11])[CH:6]([CH2:12][CH2:13][CH2:14][CH2:15][O:16][Si:17]([c:18]1[cH:19][cH:20][cH:21][cH:22][cH:23]1)([c:24]1[cH:25][cH:26][cH:27][cH:28][cH:29]1)[C:30]([CH3:31])([CH3:32])[CH3:33])[CH2:5]2. Starting materials: CCCNCCC, CN(C)C=O, CN1Cc2c(-c3noc(CCl)n3)ncn2-c2ccccc2C1=O. Product: CCCN(CCC)Cc1nc(-c2ncn3c2CN(C)C(=O)c2ccccc2-3)no1. As a reaction SMILES: [CH2:24]([CH2:25][CH3:26])[NH:27][CH2:28][CH2:29][CH3:30].[CH3:31][N:32]([CH3:33])[CH:34]=[O:35].[Cl:1][CH2:2][c:3]1[n:4][c:5](-[c:8]2[n:9][cH:10][n:11]3[c:12]2[CH2:13][N:14]([CH3:23])[C:15](=[O:22])[c:16]2[c:17]-3[cH:18][cH:19][cH:20][cH:21]2)[n:6][o:7]1>>[CH2:2]([c:3]1[n:4][c:5](-[c:8]2[n:9][cH:10][n:11]3[c:12]2[CH2:13][N:14]([CH3:23])[C:15](=[O:22])[c:16]2[c:17]-3[cH:18][cH:19][cH:20][cH:21]2)[n:6][o:7]1)[N:27]([CH2:24][CH2:25][CH3:26])[CH2:28][CH2:29][CH3:30]. The reactants are BrB(Br)Br, ClCCl, COc1ccc(-c2ccsc2)cc1C(C)(C)CC(O)(Cn1ccc(=O)c2ccccc21)C(F)(F)F. Product: CC(C)(CC(O)(Cn1ccc(=O)c2ccccc21)C(F)(F)F)c1cc(-c2ccsc2)ccc1O. As a reaction SMILES: [B:36]([Br:37])([Br:38])[Br:39].[CH2:40]([Cl:41])[Cl:42].[OH:1][C:2]([CH2:3][n:4]1[cH:5][cH:6][c:7](=[O:14])[c:8]2[cH:9][cH:10][cH:11][cH:12][c:13]12)([CH2:15][C:16]([CH3:17])([CH3:18])[c:19]1[c:20]([O:30][CH3:31])[cH:21][cH:22][c:23](-[c:25]2[cH:26][s:27][cH:28][cH:29]2)[cH:24]1)[C:32]([F:33])([F:34])[F:35]>>[OH:1][C:2]([CH2:3][n:4]1[cH:5][cH:6][c:7](=[O:14])[c:8]2[cH:9][cH:10][cH:11][cH:12][c:13]12)([CH2:15][C:16]([CH3:17])([CH3:18])[c:19]1[c:20]([OH:30])[cH:21][cH:22][c:23](-[c:25]2[cH:26][s:27][cH:28][cH:29]2)[cH:24]1)[C:32]([F:33])([F:34])[F:35]. Starting materials: CC(C)(C)OC(=O)NC(C)(COP(=O)(O)O)C1CCc2c(ccc(OC3CCC(C(C)(C)C)CC3)c2C(F)(F)F)C1, ClCCl, O=C(O)C(F)(F)F. RXN SMILES: [C:1]([CH3:2])([CH3:3])([CH3:4])[CH:5]1[CH2:6][CH2:7][CH:8]([O:11][c:12]2[c:13]([C:38]([F:39])([F:40])[F:41])[c:14]3[c:19]([cH:20][cH:21]2)[CH2:18][CH:17]([C:22]([CH2:23][O:24][P:25](=[O:26])([OH:27])[OH:28])([CH3:29])[NH:30][C:31](=[O:32])[O:33][C:34]([CH3:35])([CH3:36])[CH3:37])[CH2:16][CH2:15]3)[CH2:9][CH2:10]1.[CH2:49]([Cl:50])[Cl:51].[OH:42][C:43]([C:44]([F:45])([F:46])[F:47])=[O:48]>>[C:1]([CH3:2])([CH3:3])([CH3:4])[CH:5]1[CH2:6][CH2:7][CH:8]([O:11][c:12]2[c:13]([C:38]([F:39])([F:40])[F:41])[c:14]3[c:19]([cH:20][cH:21]2)[CH2:18][CH:17]([C:22]([CH2:23][O:24][P:25](=[O:26])([OH:27])[OH:28])([CH3:29])[NH2:30])[CH2:16][CH2:15]3)[CH2:9][CH2:10]1. The product is CC(C)(C)C1CCC(Oc2ccc3c(c2C(F)(F)F)CCC(C(C)(N)COP(=O)(O)O)C3)CC1. Starting materials: C(C=C)C=1C=C(C=CC1)N=C=O (3-Allylphenyl isocyanate), COC(COC1=CC=C(C=C1)O)OC (4-(2,2-Dimethoxyethoxy)phenol), [N-]=C=O (isocyanate). Reagents/catalysts: C(C)N(CC)CC (triethylamine). Run in C1=CC=CC=C1 (benzene). Run at time 6 hour. Product: C(C=C)C=1C=C(C=CC1)NC(OC1=CC=C(C=C1)OCC(OC)OC)=O (O-[4-(2,2-dimethoxyethoxy)phenyl] N-3-allylphenylcarbamate). Reaction SMILES: [CH3:1][O:2][CH:3]([O:13][CH3:14])[CH2:4][O:5][C:6]1[CH:11]=[CH:10][C:9]([OH:12])=[CH:8][CH:7]=1.[CH2:15]([C:18]1[CH:19]=[C:20]([N:24]=[C:25]=[O:26])[CH:21]=[CH:22][CH:23]=1)[CH:16]=[CH2:17].[N-]=C=O>C1C=CC=CC=1.C(N(CC)CC)C>[CH2:15]([C:18]1[CH:19]=[C:20]([NH:24][C:25](=[O:26])[O:12][C:9]2[CH:10]=[CH:11][C:6]([O:5][CH2:4][CH:3]([O:2][CH3:1])[O:13][CH3:14])=[CH:7][CH:8]=2)[CH:21]=[CH:22][CH:23]=1)[CH:16]=[CH2:17]. Procedure: 4-(2,2-Dimethoxyethoxy)phenol (0.05 mole) dissolved in benzene (10 ml) is charged into a glass reaction flask equipped with a mechanical stirrer. 3-Allylphenyl isocyanate (0.06 mole) and triethylamine (3 drops) are then added, and the resulting mixture is stirred at room temperature for a period of about 6 hours. The mixture is stripped of solvent and unreacted isocyanate to yield the desired product O-[4-(2,2-dimethoxyethoxy)phenyl] N-3-allylphenylcarbamate as the residue. Starting materials: ONC(C1=CC=C(C=C1)S(N)(=O)=O)=N (N-hydroxy-4-sulfamoyl-benzamidine), CC1=NC(=NC(=C1)C1=CC=C(C=C1)C(F)(F)F)C(=O)O (4-methyl-6-(4-trifluoromethyl-phenyl)-pyrimidine-2-carboxylic acid). Product: CC1=NC(=NC(=C1)C1=CC=C(C=C1)C(F)(F)F)C1=NC(=NO1)C1=CC=C(C=C1)S(=O)(=O)N (4-{5-[4-Methyl-6-(4-trifluoromethyl-phenyl)-pyrimidin-2-yl]-[1,2,4]oxadiazol-3-yl}-benzenesulfonamide), solid. The yield is 15.0%. RXN SMILES: [OH:1][NH:2][C:3](=[NH:14])[C:4]1[CH:9]=[CH:8][C:7]([S:10](=[O:13])(=[O:12])[NH2:11])=[CH:6][CH:5]=1.[CH3:15][C:16]1[CH:21]=[C:20]([C:22]2[CH:27]=[CH:26][C:25]([C:28]([F:31])([F:30])[F:29])=[CH:24][CH:23]=2)[N:19]=[C:18]([C:32](O)=O)[N:17]=1>>[CH3:15][C:16]1[CH:21]=[C:20]([C:22]2[CH:23]=[CH:24][C:25]([C:28]([F:31])([F:29])[F:30])=[CH:26][CH:27]=2)[N:19]=[C:18]([C:32]2[O:1][N:2]=[C:3]([C:4]3[CH:9]=[CH:8][C:7]([S:10]([NH2:11])(=[O:12])=[O:13])=[CH:6][CH:5]=3)[N:14]=2)[N:17]=1. Procedure: The title compound was prepared from N-hydroxy-4-sulfamoyl-benzamidine [CAS-No. 4476-10-2] (0.12 g, 0.55 mmol) and 4-methyl-6-(4-trifluoromethyl-phenyl)-pyrimidine-2-carboxylic acid (example D.8) (0.104 g, 0.37 mmol) according to the general procedure V. Obtained as a white solid (0.025 g, 15%). MS (ISP) 462.4 [(M+H)+]; mp 326° C. Starting materials: C(=O)(OC(C)(C)C)N[C@@H](C(C)C)C(=O)O (N-Boc-L-valine), Cl.NN1C2=C(C3=C(C(C1=O)C)C=C(C=C3)F)C=CC=C2 (5-Amino-9-fluoro-7-methyl-5,7-dihydro-6H-dibenz[b,d]azepin-6-one Hydrochloride). Yields the product Cl.N[C@@H](C(C)C)C(=O)NN1C2=C(C3=C(C(C1=O)C)C=C(C=C3)F)C=CC=C2 (5-(L-Valinyl)amino-9-fluoro-7-methyl-5,7-dihydro-6H-dibenz[b,d]azepin-6-one Hydrochloride). As a reaction SMILES: C([NH:8][C@H:9]([C:13](O)=[O:14])[CH:10]([CH3:12])[CH3:11])(OC(C)(C)C)=O.[ClH:16].[NH2:17][N:18]1[C:24](=[O:25])[CH:23]([CH3:26])[C:22]2[CH:27]=[C:28]([F:31])[CH:29]=[CH:30][C:21]=2[C:20]2[CH:32]=[CH:33][CH:34]=[CH:35][C:19]1=2>>[ClH:16].[NH2:8][C@H:9]([C:13]([NH:17][N:18]1[C:24](=[O:25])[CH:23]([CH3:26])[C:22]2[CH:27]=[C:28]([F:31])[CH:29]=[CH:30][C:21]=2[C:20]2[CH:32]=[CH:33][CH:34]=[CH:35][C:19]1=2)=[O:14])[CH:10]([CH3:12])[CH3:11] |f:1.2,3.4|. Procedure details: Following General Procedure D and using N-Boc-L-valine (Aldrich) and 5-amino-9-fluoro-7-methyl-5,7-dihydro-6H-dibenz[b,d]azepin6-one (Example 12), the title compound was prepared. Starting materials: (aminoiminomethyl)thiourea[amidinothiourea], ClC(C(C)=O)Cl (dichloroacetone), C(N)(=N)NC(=S)N (amidinothiourea). Solvent: CC(=O)C (acetone). Reaction conditions: time 5 day. Yields the product Cl.ClCC1(N=C(SC1)N=C(N)N)O (N"-[4-(chloromethyl)-4,5-dihydro-4-hydroxy-2-thiazolyl]-guanidine hydrochloride). RXN SMILES: [Cl:1][CH:2](Cl)[C:3](=[O:5])[CH3:4].[C:7]([NH:10][C:11]([NH2:13])=[S:12])(=[NH:9])[NH2:8]>CC(C)=O>[ClH:1].[Cl:1][CH2:2][C:3]1([OH:5])[CH2:4][S:12][C:11]([N:10]=[C:7]([NH2:9])[NH2:8])=[N:13]1 |f:3.4|. Procedure details: 60.0 kg of dichloroacetone is dissolved in 550 ml of acetone. After cooling the solution to -5°~7° C., 55.8 kg of (aminoiminomethyl)thiourea[amidinothiourea] is added to the solution under cooling portionwise at one hour intervals each time in a 10 kg amount of amidinothiourea. The mixture is stirred continuously for 5 days below 0° C. The resultant precipitates are collected by filtration, and washed with 50 l of acetone to provide 111.6 kg of the desired compound. This material can be used as ... The reactants are Cc1c(C#N)c(NC(=O)COCc2ccccc2)c(O)c(F)c1-c1ccccc1, CCO. Yields the product Cc1c(C#N)c(NC(=O)CO)c(O)c(F)c1-c1ccccc1. Reaction SMILES: [CH2:1]([c:2]1[cH:3][cH:4][cH:5][cH:6][cH:7]1)[O:8][CH2:9][C:10](=[O:11])[NH:12][c:13]1[c:14]([OH:29])[c:15]([F:28])[c:16](-[c:22]2[cH:23][cH:24][cH:25][cH:26][cH:27]2)[c:17]([CH3:21])[c:18]1[C:19]#[N:20].[CH3:30][CH2:31][OH:32]>>[OH:8][CH2:9][C:10](=[O:11])[NH:12][c:13]1[c:14]([OH:29])[c:15]([F:28])[c:16](-[c:22]2[cH:23][cH:24][cH:25][cH:26][cH:27]2)[c:17]([CH3:21])[c:18]1[C:19]#[N:20]. The reactants are ClC1=CC=C(C=C1)C1=NN(C(N1C1CC1)=O)CC(=O)O ([3-(4-chlorophenyl)-4-cyclopropyl-5-oxo-4,5-dihydro-1H-1,2,4-triazol-1-yl]acetic acid), NCC(C1=C(C=CC=C1)C(F)(F)F)NC(OC(C)(C)C)=O (tert-butyl {2-amino-1-[2-(trifluoromethyl)phenyl]ethyl}carbamate). As a reaction SMILES: [Cl:1][C:2]1[CH:7]=[CH:6][C:5]([C:8]2[N:12]([CH:13]3[CH2:15][CH2:14]3)[C:11](=[O:16])[N:10]([CH2:17][C:18](O)=[O:19])[N:9]=2)=[CH:4][CH:3]=1.[NH2:21][CH2:22][CH:23]([NH:34][C:35](=[O:41])[O:36][C:37]([CH3:40])([CH3:39])[CH3:38])[C:24]1[CH:29]=[CH:28][CH:27]=[CH:26][C:25]=1[C:30]([F:33])([F:32])[F:31]>>[Cl:1][C:2]1[CH:7]=[CH:6][C:5]([C:8]2[N:12]([CH:13]3[CH2:14][CH2:15]3)[C:11](=[O:16])[N:10]([CH2:17][C:18]([NH:21][CH2:22][CH:23]([NH:34][C:35](=[O:41])[O:36][C:37]([CH3:38])([CH3:40])[CH3:39])[C:24]3[CH:29]=[CH:28][CH:27]=[CH:26][C:25]=3[C:30]([F:33])([F:32])[F:31])=[O:19])[N:9]=2)=[CH:4][CH:3]=1. Procedure details: Analogously to the procedure of Example 63, 43 mg (146 μmol) of [3-(4-chlorophenyl)-4-cyclopropyl-5-oxo-4,5-dihydro-1H-1,2,4-triazol-1-yl]acetic acid [for the preparation see Example 88A in WO 2007/134862] were reacted with 49 mg (161 μmol) of tert-butyl {2-amino-1-[2-(trifluoromethyl)phenyl]ethyl}carbamate. This gave 59 mg (69% of theory) of the title compound. Product: ClC1=CC=C(C=C1)C1=NN(C(N1C1CC1)=O)CC(=O)NCC(C1=C(C=CC=C1)C(F)(F)F)NC(OC(C)(C)C)=O (tert-Butyl {2-({[3-(4-chlorophenyl)-4-cyclopropyl-5-oxo-4,5-dihydro-1H-1,2,4-triazol-1-yl]-acetyl}amino)-1-[2-(trifluoromethyl)phenyl]ethyl}carbamate).